Dataset: the Open Reaction Database (ORD), a public repository of structured organic reaction records. Task: describe an organic reaction: reactants, conditions, products, and yield The reactants are C(C=C)OC1=C2C(C(NC2=C(C=C1)C)=O)(C)C (4-allyloxy-2,3-dihydro-3,3,7-trimethyl-1H-indol-2-one), CN(C1=CC=CC=C1)C (N,N-dimethylaniline), CN(C1=CC=CC=C1)C (N,N-dimethylaniline). Run at temperature 205 celsius, time 17 hour. Product: C(C=C)C=1C(=C2C(C(NC2=C(C1)C)=O)(C)C)O (5-Allyl-2,3-dihydro-4-hydroxy-3,3,7-trimethyl-1H-indol-2-one). As a reaction SMILES: C([O:4][C:5]1[CH:13]=[CH:12][C:11]([CH3:14])=[C:10]2[C:6]=1[C:7]([CH3:17])([CH3:16])[C:8](=[O:15])[NH:9]2)C=C.CN(C)[C:20]1[CH:25]=CC=C[CH:21]=1>>[CH2:25]([C:13]1[C:5]([OH:4])=[C:6]2[C:10](=[C:11]([CH3:14])[CH:12]=1)[NH:9][C:8](=[O:15])[C:7]2([CH3:16])[CH3:17])[CH:20]=[CH2:21]. Procedure details: 5.67 g (24.5 mmol) of 4-allyloxy-2,3-dihydro-3,3,7-trimethyl-1H-indol-2-one was added to 13 ml of N,N-dimethylaniline and the mixture was heated with stirring for 17 hours at 205° C. under a nitrogen atmosphere. After the reaction, N,N-dimethylaniline was removed by evaporation under reduced pressure. The residue was dissolved in chloroform and washed with water, 2N hydrochloric acid, and saturated brine, dried over anhydrous sodium sulfate, and concentrated under reduced pressure. The residue o... Reactants: C(OC)(OC\C=C\C1=CC=CC=C1)=O (Methyl (2E)-3-phenylprop-2-en-1-yl carbonate), C1(=CC=CC=C1)[C@H](C)N(P1OC2=C(C3=C(O1)C=CC=1C=CC=CC13)C1=CC=CC=C1C=C2)[C@@H](C)C2=CC=CC=C2 (N,N-bis[(1S)-1-phenylethyl]dinaphtho[1,2-f:2′,1′-d][1,3,2]dioxaphosphepin-4-amine), C1(=CC=C(C=C1)S(=O)(=O)O)C (p-toluenesulfonic acid), CCO (EtOH). The reagents and catalysts are C1/C=C\CC/C=C\C1.C1/C=C\CC/C=C\C1.[Cl-].[Cl-].[Ir].[Ir] (chloro(1,5-cyclooctadiene)iridium(I) dimer). Run in C1CCOC1 (THF), C1CCOC1 (THF). Run at time 3 hour. Product: C1(=CC=CC=C1)[C@H](C=C)NC1CCCC1 (N-[(1S)-1-phenylprop-2-en-1-yl]cyclopentanamine). RXN SMILES: C(=O)(O[CH2:5]/[CH:6]=[CH:7]/[C:8]1[CH:13]=[CH:12][CH:11]=[CH:10][CH:9]=1)OC.C1([C@@H]([N:23]([C@H:47]([C:49]2[CH:54]=[CH:53][CH:52]=CC=2)C)P2OC3C=CC4C=CC=CC=4C=3C3C4C(C=CC=3O2)=CC=CC=4)C)C=CC=CC=1.CCO.C1(C)C=CC(S(O)(=O)=O)=CC=1>C1COCC1.C1CC=CCCC=C1.C1CC=CCCC=C1.[Cl-].[Cl-].[Ir].[Ir]>[C:8]1([C@@H:7]([NH:23][CH:47]2[CH2:49][CH2:54][CH2:53][CH2:52]2)[CH:6]=[CH2:5])[CH:13]=[CH:12][CH:11]=[CH:10][CH:9]=1 |f:5.6.7.8.9.10|. Procedure: To a solution of Methyl (2E)-3-phenylprop-2-en-1-yl carbonate (384 mg) in THF (5 ml), was added N,N-bis[(1S)-1-phenylethyl]dinaphtho[1,2-f:2′,1′-d][1,3,2]dioxaphosphepin-4-amine (108 mg), and chloro(1,5-cyclooctadiene)iridium(I) dimer (27 mg) at RT under N2. The mixture was heated at reflux overnight. Evaporated material then redissoled in a 50:50 mixture of EtOH:THF. To this solution was added macro porous p-toluenesulfonic acid resin (6 g) and the mixture was gently agitated for 3 h. At this t... Reactants: solid, Cl.Cl.O1CCC2=C1C=CC=C2C2CCN(CC2)CC[C@@H]2CC[C@H](CC2)N (trans-4-{2-[4-(2,3-dihydro-benzofuran-4-yl)-piperidin-1-yl]-ethyl}-cyclohexylamine dihydrochloride), Cl.Cl.O1CCC2=C1C=CC=C2C2CCN(CC2)CC[C@@H]2CC[C@H](CC2)N (trans-4-{2-[4-(2,3-dihydro-benzofuran-4-yl)-piperidin-1-yl]-ethyl}-cyclohexylamine dihydrochloride), CS(=O)(=O)CC(=O)O (2-methanesulfonyl-acetic acid). Product: O1CCC2=C1C=CC=C2C2CCN(CC2)CC[C@@H]2CC[C@H](CC2)NC(CS(=O)(=O)C)=O (trans-N-(4-{2-[4-(2,3-Dihydro-benzofuran-4-yl)-piperidin-1-yl]-ethyl}-cyclohexyl)-2-methanesulfonyl-acetamide). Reaction SMILES: Cl.Cl.[O:3]1[C:7]2[CH:8]=[CH:9][CH:10]=[C:11]([CH:12]3[CH2:17][CH2:16][N:15]([CH2:18][CH2:19][C@H:20]4[CH2:25][CH2:24][C@H:23]([NH2:26])[CH2:22][CH2:21]4)[CH2:14][CH2:13]3)[C:6]=2[CH2:5][CH2:4]1.[CH3:27][S:28]([CH2:31][C:32](O)=[O:33])(=[O:30])=[O:29]>>[O:3]1[C:7]2[CH:8]=[CH:9][CH:10]=[C:11]([CH:12]3[CH2:17][CH2:16][N:15]([CH2:18][CH2:19][C@H:20]4[CH2:21][CH2:22][C@H:23]([NH:26][C:32](=[O:33])[CH2:31][S:28]([CH3:27])(=[O:30])=[O:29])[CH2:24][CH2:25]4)[CH2:14][CH2:13]3)[C:6]=2[CH2:5][CH2:4]1 |f:0.1.2|. Procedure: The title compound, off-white solid (101 mg, 90%), MS (ISP) m/z=449.3 [(M+H)+], mp 211° C., was prepared in accordance with the general method of example 1 from trans-4-{2-[4-(2,3-dihydro-benzofuran-4-yl)-piperidin-1-yl]-ethyl}-cyclohexylamine dihydrochloride (intermediate B) (100 mg, 0.25 mmol) and 2-methanesulfonyl-acetic acid. Starting materials: Cc1ccccc1, O=C(Cl)c1ccc(CCl)cc1, N. The product is NC(=O)c1ccc(CCl)cc1. Reaction SMILES: [CH3:13][c:14]1[cH:15][cH:16][cH:17][cH:18][cH:19]1.[Cl:2][CH2:3][c:4]1[cH:5][cH:6][c:7]([C:8](=[O:9])[Cl:10])[cH:11][cH:12]1.[NH3:1]>>[NH2:1][C:8]([c:7]1[cH:6][cH:5][c:4]([CH2:3][Cl:2])[cH:12][cH:11]1)=[O:9]. The reactants are FC(C(=O)OC1=CCC(CC1)(C)C)(F)F (4,4-dimethylcyclohex-1-en-1-yl trifluoroacetate), C(CCC)[Sn](C1=CC=NC=C1)(CCCC)CCCC (4-tributylstannylpyridine), C1=CC=C(C=C1)P(C2=CC=CC=C2)C3=CC=CC=C3 (Ph3P), C(=O)([O-])[O-].[K+].[K+] (K2CO3). The reagents and catalysts are C=1C=CC(=CC1)/C=C/C(=O)/C=C/C2=CC=CC=C2.C=1C=CC(=CC1)/C=C/C(=O)/C=C/C2=CC=CC=C2.C=1C=CC(=CC1)/C=C/C(=O)/C=C/C2=CC=CC=C2.[Pd].[Pd] (Pd2(dba)3), [Cu]I (CuI). Run in CN1C(CCC1)=O (1-methyl-2-pyrrolidinone). Run at temperature 90 celsius, time 25 hour. Product: CC1(CC=C(CC1)C1=CC=NC=C1)C (4-(4,4-dimethylcyclohex-1-en-1-yl)pyridine). Isolated yield 35.6%. Reaction SMILES: FC(F)(F)C(O[C:6]1[CH2:11][CH2:10][C:9]([CH3:13])([CH3:12])[CH2:8][CH:7]=1)=O.C([Sn](CCCC)(CCCC)[C:21]1[CH:26]=[CH:25][N:24]=[CH:23][CH:22]=1)CCC.C1C=CC(P(C2C=CC=CC=2)C2C=CC=CC=2)=CC=1.C([O-])([O-])=O.[K+].[K+]>CN1CCCC1=O.C1C=CC(/C=C/C(/C=C/C2C=CC=CC=2)=O)=CC=1.C1C=CC(/C=C/C(/C=C/C2C=CC=CC=2)=O)=CC=1.C1C=CC(/C=C/C(/C=C/C2C=CC=CC=2)=O)=CC=1.[Pd].[Pd].[Cu]I>[CH3:13][C:9]1([CH3:12])[CH2:10][CH2:11][C:6]([C:21]2[CH:26]=[CH:25][N:24]=[CH:23][CH:22]=2)=[CH:7][CH2:8]1 |f:3.4.5,7.8.9.10.11|. Procedure details: A solution of Example 12A (0.775 g. 3.0 mmol) and 4-tributylstannylpyridine (1.22 g, 3.3 mmol) in 1-methyl-2-pyrrolidinone (5 mL) was treated with Pd2(dba)3 (55 mg, 0.06 mmol), CuI (65 mg, 0.35 mmol), Ph3P (125 mg, 0.475 mmol) and K2CO3 (550 mg, 3.9 mmol), purged with argon, and stirred for 25 hours at 90° C. The reaction mixture was diluted with ethyl acetate (50 mL) and saturated aqueous potassium fluoride (10 mL), stirred 2 hours at room temperature, and filtered through a pad of diatomaceous...